describe an organic reaction: reactants, conditions, products, and yield From a dataset of the Open Reaction Database (ORD), a public repository of structured organic reaction records. The reactants are CC(=O)Cl, CC(=O)O, Cc1cc(Cl)cc(-c2nc(C(F)(F)F)cn2-c2ccc(S(N)(=O)=O)cc2)c1. Product: CC(=O)NS(=O)(=O)c1ccc(-n2cc(C(F)(F)F)nc2-c2cc(C)cc(Cl)c2)cc1. As a reaction SMILES: [CH3:28][C:29]([Cl:30])=[O:31].[CH3:32][C:33](=[O:34])[OH:35].[Cl:1][c:2]1[cH:3][c:4](-[c:9]2[n:10](-[c:18]3[cH:19][cH:20][c:21]([S:24](=[O:25])(=[O:26])[NH2:27])[cH:22][cH:23]3)[cH:11][c:12]([C:14]([F:15])([F:16])[F:17])[n:13]2)[cH:5][c:6]([CH3:8])[cH:7]1>>[Cl:1][c:2]1[cH:3][c:4](-[c:9]2[n:10](-[c:18]3[cH:19][cH:20][c:21]([S:24](=[O:25])(=[O:26])[NH:27][C:29]([CH3:28])=[O:31])[cH:22][cH:23]3)[cH:11][c:12]([C:14]([F:15])([F:16])[F:17])[n:13]2)[cH:5][c:6]([CH3:8])[cH:7]1. Reactants: NC=1C=CC2=C(CCC(CC2)NCCO)C1OC (2-(2-Amino-1-methoxy-6,7,8,9-tetrahydro-5H-benzocyclohepten-7-ylamino)-ethanol), ClC1=NC=C(C(=N1)N[C@H]1[C@H]([C@@H]2C=C[C@H]1C2)C(=O)N)Cl ((1S,2S,3R,4R)-3-(2,5-Dichloro-pyrimidin-4-ylamino)-bicyclo[2.2.1]hept-5-ene-2-carboxylic acid amide). Product: ClC=1C(=NC(=NC1)NC=1C=CC2=C(CCC(CC2)NCCO)C1OC)NC1C(C2C=CC1C2)C(=O)N (3-{5-Chloro-2-[7-(2-hydroxy-ethylamino)-1-methoxy-6,7,8,9-tetrahydro-5H-benzocyclohepten-2-ylamino}-pyrimidin-4-ylamino]-bicyclo[2.2.1]hept-5-ene-2-carboxylic acid amide). Isolated yield 16.5%. RXN SMILES: [NH2:1][C:2]1[CH:3]=[CH:4][C:5]2[CH2:11][CH2:10][CH:9]([NH:12][CH2:13][CH2:14][OH:15])[CH2:8][CH2:7][C:6]=2[C:16]=1[O:17][CH3:18].Cl[C:20]1[N:25]=[C:24]([NH:26][C@@H:27]2[C@@H:32]3[CH2:33][C@@H:29]([CH:30]=[CH:31]3)[C@@H:28]2[C:34]([NH2:36])=[O:35])[C:23]([Cl:37])=[CH:22][N:21]=1>>[Cl:37][C:23]1[C:24]([NH:26][CH:27]2[CH:32]3[CH2:33][CH:29]([CH:30]=[CH:31]3)[CH:28]2[C:34]([NH2:36])=[O:35])=[N:25][C:20]([NH:1][C:2]2[CH:3]=[CH:4][C:5]3[CH2:11][CH2:10][CH:9]([NH:12][CH2:13][CH2:14][OH:15])[CH2:8][CH2:7][C:6]=3[C:16]=2[O:17][CH3:18])=[N:21][CH:22]=1. Procedure: In an analogous manner to Experimental 691, part c, 2-(2-Amino-1-methoxy-6,7,8,9-tetrahydro-5H-benzocyclohepten-7-ylamino)-ethanol and (1S,2S,3R,4R)-3-(2,5-Dichloro-pyrimidin-4-ylamino)-bicyclo[2.2.1]hept-5-ene-2-carboxylic acid amide were combined to yield 1S,2S,3R,4R)-3-{5-Chloro-2-[7-(2-hydroxy-ethylamino)-1-methoxy-6,7,8,9-tetrahydro-5H-benzocyclohepten-2-ylamino}-pyrimidin-4-ylamino]-bicyclo[2.2.1]hept-5-ene-2-carboxylic acid amide (32.98 mg, 16.5% yield) as a beige foam. HPLC purification ... Starting materials: CN(C(C1=CC(=CC(=C1)C(F)(F)F)C(F)(F)F)=O)C=1C=NC=CC1N1C(CCCC1)C (N-Methyl-N-(2-methyl-3,4,5,6-tetrahydro-2H-[1,4]bipyridinyl-3′-yl)-3,5-bis-trifluoromethyl-benzamide), CN(C(C1=CC(=CC(=C1)C(F)(F)F)C(F)(F)F)=O)C=1C=NC=CC1N1C(CCCC1)C (N-Methyl-N-(2-methyl-3,4,5,6-tetrahydro-2H-[1,4]bipyridinyl-3′-yl)-3,5-bis-trifluoromethyl-benzamide), COC=1C=NC=CC1B(O)O (3-methoxypyridine-4-boronic acid), C([O-])([O-])=O.[K+].[K+] (potassium carbonate). Reagents/catalysts: C=1C=CC(=CC1)[P](C=2C=CC=CC2)(C=3C=CC=CC3)[Pd]([P](C=4C=CC=CC4)(C=5C=CC=CC5)C=6C=CC=CC6)([P](C=7C=CC=CC7)(C=8C=CC=CC8)C=9C=CC=CC9)[P](C=1C=CC=CC1)(C=1C=CC=CC1)C=1C=CC=CC1 (Pd(PPh3)4). Run in CN(C)C=O (DMF). Reaction conditions: temperature 100 celsius. Yields the product COC=1C=NC=CC1C1=C(C=NC=C1)NC ((3′-Methoxy-[4,4]bipyridinyl-3-yl)-methyl-amine). RXN SMILES: C[N:2]([C:19]1[CH:20]=[N:21][CH:22]=[CH:23][C:24]=1N1CCCCC1C)[C:3](=O)C1C=C(C(F)(F)F)C=C(C(F)(F)F)C=1.[CH3:32][O:33][C:34]1[CH:35]=[N:36][CH:37]=[CH:38][C:39]=1B(O)O.C(=O)([O-])[O-].[K+].[K+]>CN(C=O)C.C1C=CC([P]([Pd]([P](C2C=CC=CC=2)(C2C=CC=CC=2)C2C=CC=CC=2)([P](C2C=CC=CC=2)(C2C=CC=CC=2)C2C=CC=CC=2)[P](C2C=CC=CC=2)(C2C=CC=CC=2)C2C=CC=CC=2)(C2C=CC=CC=2)C2C=CC=CC=2)=CC=1>[CH3:32][O:33][C:34]1[CH:35]=[N:36][CH:37]=[CH:38][C:39]=1[C:24]1[CH:23]=[CH:22][N:21]=[CH:20][C:19]=1[NH:2][CH3:3] |f:2.3.4,^1:57,59,78,97|. Reported procedure: To a solution of (4-bromo-pyridin-3-yl)-methyl-amine (50 mg, 0.267 mmol, example 25, intermediate b) and 3-methoxypyridine-4-boronic acid (CAS RN 1008506-24-8) (61.35 mg, 0.4 mmol) in dry DMF (3 mL) in a sealed tube was added potassium carbonate (2.14 mmol) and the reaction mixture was purged with argon for 10 min. Then, Pd(PPh3)4 (30.89 mg, 0.03 mmol) was added and again purged with nitrogen for 15 min. The reaction mixture was heated at 100° C. for 16 hours. After cooling to room temperature t... Starting materials: C(CCCCCCC)ON=C(C(=O)OCC)C(C)=O (Ethyl 2-n-octyloxyimino-3-oxobutyrate), S(=O)(=O)(Cl)Cl (sulfuryl chloride). The solvent is C(C)(=O)O (acetic acid). The product is C(CCCCCCC)ON=C(C(=O)OCC)C(CCl)=O (ethyl 2-n-octyloxyimino-4-chloro-3-oxobutyrate). Yield: 90.9%. As a reaction SMILES: [CH2:1]([O:9][N:10]=[C:11]([C:17](=[O:19])[CH3:18])[C:12]([O:14][CH2:15][CH3:16])=[O:13])[CH2:2][CH2:3][CH2:4][CH2:5][CH2:6][CH2:7][CH3:8].S(Cl)([Cl:23])(=O)=O>C(O)(=O)C>[CH2:1]([O:9][N:10]=[C:11]([C:17](=[O:19])[CH2:18][Cl:23])[C:12]([O:14][CH2:15][CH3:16])=[O:13])[CH2:2][CH2:3][CH2:4][CH2:5][CH2:6][CH2:7][CH3:8]. Procedure details: Ethyl 2-n-octyloxyimino-3-oxobutyrate (syn isomer, 165.5 g.), sulfuryl chloride (84.7 g.) and acetic acid (165 ml.) were treated in a similar manner to that of Example F-(2) to give ethyl 2-n-octyloxyimino-4-chloro-3-oxobutyrate (syn isomer, 169.6 g.), oil. Reactants: C1C(C)O1 (propylene oxide), Cl(=O)(=O)(=O)[O-].[Li+] (lithium perchlorate), BrC=1C=C(N)C=C(C1)C(F)(F)F (3-bromo-5-(trifluoromethyl)aniline). The solvent is C(C)#N (acetonitrile). Run at time 8 hour. The product is BrC=1C=C(C=C(C1)C(F)(F)F)NCC(C)O (1-(3-bromo-5-(trifluoromethyl)phenylamino)propan-2-ol). Isolated yield 109.7%. Reaction SMILES: [CH2:1]1[O:4][CH:2]1[CH3:3].Cl([O-])(=O)(=O)=O.[Li+].[Br:11][C:12]1[CH:13]=[C:14]([CH:16]=[C:17]([C:19]([F:22])([F:21])[F:20])[CH:18]=1)[NH2:15]>C(#N)C>[Br:11][C:12]1[CH:13]=[C:14]([NH:15][CH2:1][CH:2]([OH:4])[CH3:3])[CH:16]=[C:17]([C:19]([F:21])([F:22])[F:20])[CH:18]=1 |f:1.2|. Procedure: Add propylene oxide (36 mg, 0.624 mmol) and lithium perchlorate (56 mg, 0.458 mmol) to the solution of 3-bromo-5-(trifluoromethyl)aniline (100 mg, 0.416 mmol) in acetonitrile (5 mL), stir the resulting mixture overnight at ambient temperature. Upon completion of the reaction, concentrate the mixture under reduced pressure. Purify the residue by flash chromatography (silica gel, PE:EtOAc=5:1) to afford the product (136 mg, 100%). The reactants are CC(=O)[O-], CCOC(C)=O, CC(=O)O, [Na+], CC12CCC3c4cc(C=O)c(O)cc4CCC3C1CCC2O. Product: CC(=O)OC1CCC2C3CCc4cc(O)c(C=O)cc4C3CCC12C. As a reaction SMILES: [CH3:24][C:25]([O-:26])=[O:27].[CH3:28][CH2:29][O:30][C:31]([CH3:32])=[O:33].[CH3:34][C:35](=[O:36])[OH:37].[Na+:23].[OH:1][c:2]1[cH:3][c:4]2[c:17]([cH:18][c:19]1[CH:20]=[O:21])[CH:16]1[CH:7]([CH2:6][CH2:5]2)[CH:8]2[CH2:9][CH2:10][CH:11]([OH:22])[C:12]2([CH3:13])[CH2:14][CH2:15]1>>[OH:1][c:2]1[cH:3][c:4]2[c:17]([cH:18][c:19]1[CH:20]=[O:21])[CH:16]1[CH:7]([CH2:6][CH2:5]2)[CH:8]2[CH2:9][CH2:10][CH:11]([O:22][C:25]([CH3:24])=[O:26])[C:12]2([CH3:13])[CH2:14][CH2:15]1. Reactants: CC1(C)COc2cc(Br)cnc2NC1=O, C=CC(=O)N(C)C(C)c1oc2ccccc2c1C, CCN(C(C)C)C(C)C, CC(=O)[O-], CC(=O)[O-], CN(C)C=O, [Pd+2]. As a reaction SMILES: [Br:19][c:20]1[cH:21][c:22]2[c:23]([n:32][cH:33]1)[NH:24][C:25](=[O:31])[C:26]([CH3:29])([CH3:30])[CH2:27][O:28]2.[CH3:1][N:2]([C:3]([CH:4]=[CH2:5])=[O:6])[CH:7]([CH3:8])[c:9]1[o:10][c:11]2[c:12]([c:13]1[CH3:14])[cH:15][cH:16][cH:17][cH:18]2.[CH:34]([N:35]([CH2:36][CH3:37])[CH:38]([CH3:39])[CH3:40])([CH3:41])[CH3:42].[O-:49][C:50]([CH3:51])=[O:52].[O-:53][C:54]([CH3:55])=[O:56].[O:43]=[CH:44][N:45]([CH3:46])[CH3:47].[Pd+2:48]>>[CH3:1][N:2]([C:3]([CH:4]=[CH:5][c:20]1[cH:21][c:22]2[c:23]([n:32][cH:33]1)[NH:24][C:25](=[O:31])[C:26]([CH3:29])([CH3:30])[CH2:27][O:28]2)=[O:6])[CH:7]([CH3:8])[c:9]1[o:10][c:11]2[c:12]([c:13]1[CH3:14])[cH:15][cH:16][cH:17][cH:18]2. The product is Cc1c(C(C)N(C)C(=O)C=Cc2cnc3c(c2)OCC(C)(C)C(=O)N3)oc2ccccc12. Reactants: CCN=C=NCCCN(C)C.Cl (EDCI.HCl), CCN(C(C)C)C(C)C (DIPEA), C1(=CC=CC=C1)C1=CC(=NN1)C(=O)NCC(=O)O ([(5-phenyl-1H-pyrazole-3-carbonyl)-amino]-acetic acid), C=1C=CC2=C(C1)N=NN2O (HOBt), FC(C(=O)O)(F)F.FC(C1=C(OC2CCNCC2)C=CC=C1)(F)F (4-(2-trifluoromethyl-phenoxy)-piperidine trifluoroacetate). The solvent is O (water), CN(C)C=O (DMF). Conditions: time 2 minute. The product is O=C(CNC(=O)C1=NNC(=C1)C1=CC=CC=C1)N1CCC(CC1)OC1=C(C=CC=C1)C(F)(F)F (5-phenyl-1H-pyrazole-3-carboxylic acid {2-oxo-2-[4-(2-trifluoromethyl-phenoxy)-piperidin-1-yl]-ethyl}-amide). Yield: 58.7%. Reaction SMILES: CCN(C(C)C)C(C)C.[C:10]1([C:16]2[NH:20][N:19]=[C:18]([C:21]([NH:23][CH2:24][C:25]([OH:27])=O)=[O:22])[CH:17]=2)[CH:15]=[CH:14][CH:13]=[CH:12][CH:11]=1.C1C=CC2N(O)N=NC=2C=1.CCN=C=NCCCN(C)C.Cl.FC(F)(F)C(O)=O.[F:57][C:58]([F:73])([F:72])[C:59]1[CH:71]=[CH:70][CH:69]=[CH:68][C:60]=1[O:61][CH:62]1[CH2:67][CH2:66][NH:65][CH2:64][CH2:63]1>CN(C=O)C.O>[O:27]=[C:25]([N:65]1[CH2:64][CH2:63][CH:62]([O:61][C:60]2[CH:68]=[CH:69][CH:70]=[CH:71][C:59]=2[C:58]([F:57])([F:72])[F:73])[CH2:67][CH2:66]1)[CH2:24][NH:23][C:21]([C:18]1[CH:17]=[C:16]([C:10]2[CH:11]=[CH:12][CH:13]=[CH:14][CH:15]=2)[NH:20][N:19]=1)=[O:22] |f:3.4,5.6|. Procedure details: DIPEA (154 mg, 1.2 mmol) was added to a stirred solution of [(5-phenyl-1H-pyrazole-3-carbonyl)-amino]-acetic acid (100 mg, 0.4 mmol) in DMF (2.0 mL) followed by HOBt (60 mg, 0.49 mmol) and EDCI.HCl (93 mg, 0.49 mmol). After 2 minutes of stirring, 4-(2-trifluoromethyl-phenoxy)-piperidine trifluoroacetate (167 mg, 0.49 mmol) (prepared according to Step 1 and 5 of the General Scheme) was added and stirring was continued at ambient temperature overnight. The reaction mixture was diluted with water, ... The reactants are Cl.C(C)(=O)OCC (hydrochloric acid ethyl acetate), ClC1=NC(=CN=C1)N1CCN(CC1)C(=O)OC(C)(C)C (2-chloro-6-(4-t-butoxycarbonylpiperazin-1-yl)pyrazine). Yields the product Cl.ClC1=NC(=CN=C1)N1CCNCC1 (2-chloro-6-(piperazin-1-yl)pyrazine hydrochloride). As a reaction SMILES: Cl.C(OCC)(=O)C.[Cl:8][C:9]1[CH:14]=[N:13][CH:12]=[C:11]([N:15]2[CH2:20][CH2:19][N:18](C(OC(C)(C)C)=O)[CH2:17][CH2:16]2)[N:10]=1>>[ClH:8].[Cl:8][C:9]1[CH:14]=[N:13][CH:12]=[C:11]([N:15]2[CH2:16][CH2:17][NH:18][CH2:19][CH2:20]2)[N:10]=1 |f:0.1,3.4|. Procedure details: In 15 ml of a 4M hydrochloric acid-ethyl acetate solution, 0.71 g of 2-chloro-6-(4-t-butoxycarbonylpiperazin-1-yl)pyrazine was stirred at room temperature for 7 hours. The solvent was evaporated to obtain a crude product of 2-chloro-6-(piperazin-1-yl)pyrazine hydrochloride. The obtained crude product and 0.62 g of 6-(3,4-dimethoxyphenyl)pyridine-2-carboxylic acid were treated in a similar manner to Example 4 to obtain 594 mg of 2-chloro-6-{4-[6-(3,4-dimethoxyphenyl)pyridine-2-carbonyl]piperazin-...